Dataset: the Open Reaction Database (ORD), a public repository of structured organic reaction records. Task: describe an organic reaction: reactants, conditions, products, and yield Starting materials: ClC1=CC=C(CNC(=O)C2=CC=C(C=C2)C2=C(C=CC(=C2)C=2OC(=NN2)C)C)C=C1 (N-(4-chlorobenzyl)-2′-methyl-5′-(5-methyl-1,3,4-oxadiazol-2-yl)-1,1′-biphenyl-4-carboxamide), ICC (iodoethane). The product is ClC1=CC=C(CN(C(=O)C2=CC=C(C=C2)C2=C(C=CC(=C2)C=2OC(=NN2)C)C)CC)C=C1 (N-(4-Chlorobenzyl)-N-ethyl-2′-methyl-5′-(5-methyl-1,3,4-oxadiazol-2-yl)-1,1′-biphenyl-4-carboxamide). Reaction SMILES: [Cl:1][C:2]1[CH:30]=[CH:29][C:5]([CH2:6][NH:7][C:8]([C:10]2[CH:15]=[CH:14][C:13]([C:16]3[CH:21]=[C:20]([C:22]4[O:23][C:24]([CH3:27])=[N:25][N:26]=4)[CH:19]=[CH:18][C:17]=3[CH3:28])=[CH:12][CH:11]=2)=[O:9])=[CH:4][CH:3]=1.I[CH2:32][CH3:33]>>[Cl:1][C:2]1[CH:3]=[CH:4][C:5]([CH2:6][N:7]([CH2:32][CH3:33])[C:8]([C:10]2[CH:11]=[CH:12][C:13]([C:16]3[CH:21]=[C:20]([C:22]4[O:23][C:24]([CH3:27])=[N:25][N:26]=4)[CH:19]=[CH:18][C:17]=3[CH3:28])=[CH:14][CH:15]=2)=[O:9])=[CH:29][CH:30]=1. Procedure: N-(4-Chlorobenzyl)-N-ethyl-2′-methyl-5′-(5-methyl-1,3,4-oxadiazol-2-yl)-1,1′-biphenyl-4-carboxamide was prepared from N-(4-chlorobenzyl)-2′-methyl-5′-(5-methyl-1,3,4-oxadiazol-2-yl)-1,1′-biphenyl-4-carboxamide and iodoethane using method L. NMR; δH [2H6]—DMSO 7.89,(1H, d), 7.76,(1H, s), 7.58-7.42,(8H, m), 7.27,(1H, b), 4.69-4.53,(2H, m), 3.37-3.23,(2H, m), 2.55,(3H, s), 2.32,(3H, s), 1.06,(3H, b). LCMS; retention time 3.74 min, MH+ 446/448.